From a dataset of the Open Reaction Database (ORD), a public repository of structured organic reaction records. describe an organic reaction: reactants, conditions, products, and yield Reactants: Cn1cncc1c2ccc(C(F)(F)F)cc2 (effective_coupling_partner), CN(C)C(=O)Oc1ccccc1 (substrate). Reagents/catalysts: dcype. Reaction conditions: temperature 110 celsius, time 36 hour. Yields the product Cn2c(c1ccc(C(F)(F)F)cc1)cnc2c3ccccc3. Starting materials: C1CCOC1, Cn1ccc(N)n1, CCN(C(C)C)C(C)C, CCOC(=O)c1cnc(SC)nc1Cl. Product: CCOC(=O)c1cnc(SC)nc1Nc1ccn(C)n1. Reaction SMILES: [CH2:31]1[O:32][CH2:33][CH2:34][CH2:35]1.[CH3:24][n:25]1[n:26][c:27]([NH2:30])[cH:28][cH:29]1.[CH:15]([N:16]([CH2:17][CH3:18])[CH:19]([CH3:20])[CH3:21])([CH3:22])[CH3:23].[Cl:1][c:2]1[n:3][c:4]([S:13][CH3:14])[n:5][cH:6][c:7]1[C:8](=[O:9])[O:10][CH2:11][CH3:12]>>[c:2]1([NH:30][c:27]2[n:26][n:25]([CH3:24])[cH:29][cH:28]2)[n:3][c:4]([S:13][CH3:14])[n:5][cH:6][c:7]1[C:8](=[O:9])[O:10][CH2:11][CH3:12]. Starting materials: [OH-].[Na+] (sodium hydroxide), CCCCCC (hexane), C(#N)C1=C2C(OCC2=C(C(=C1C/C=C(/CCC(=O)OC)\C)OC)C)=O (methyl (E)-6-(4-cyano-1,3-dihydro-6-methoxy-7-methyl-3-oxoisobenzofuran-5-yl)-4-methyl-4-hexenoate), [OH-].[Na+] (sodium hydroxide), CO (methanol). The solvent is O (water). The product is C(=O)(O)C1=C2C(OCC2=C(C(=C1C/C=C(/CCC(=O)O)\C)OC)C)=O ((E)-6-(4-carboxy-1,3-dihydro-6-methoxy-7-methyl-3-oxoisobenzofuran-5-yl)-4-methyl-4-hexenoic acid). As a reaction SMILES: [C:1]([C:3]1[C:11]([CH2:12]/[CH:13]=[C:14](\[CH3:21])/[CH2:15][CH2:16][C:17]([O:19]C)=[O:18])=[C:10]([O:22][CH3:23])[C:9]([CH3:24])=[C:8]2[C:4]=1[C:5](=[O:25])[O:6][CH2:7]2)#N.[OH-:26].[Na+].C[OH:29].CCCCCC>O>[C:1]([C:3]1[C:11]([CH2:12]/[CH:13]=[C:14](\[CH3:21])/[CH2:15][CH2:16][C:17]([OH:19])=[O:18])=[C:10]([O:22][CH3:23])[C:9]([CH3:24])=[C:8]2[C:4]=1[C:5](=[O:25])[O:6][CH2:7]2)([OH:29])=[O:26] |f:1.2|. Procedure details: A mixture of 4.0 g (11.7 mmol) of methyl (E)-6-(4-cyano-1,3-dihydro-6-methoxy-7-methyl-3-oxoisobenzofuran-5-yl)-4-methyl-4-hexenoate and 1.86 g (46.5 mmol) of sodium hydroxide in 100 ml of 3:2 water:methanol was heated at reflux for 2 hours. The resulting homogenous solution was distilled until 30 ml of distillate was recovered. An additional 0.6 g (15 mmol) of sodium hydroxide was added to the reaction solution and it was refluxed for 2 days. Upon cooling the solution was partitioned between 1N... Reaction SMILES: [Br:1].[BrH:11].[F:2][c:3]1[c:4]([OH:10])[c:5]([F:9])[cH:6][cH:7][cH:8]1.[Na+:19].[Na+:20].[OH2:24].[S:12]([S:13]([O-:14])=[O:15])([O-:16])(=[O:17])=[O:18].[S:21]=[C:22]=[S:23]>>[F:2][c:3]1[c:4]([OH:10])[c:5]([F:9])[cH:6][c:7]([Br:11])[cH:8]1. Yields the product Oc1c(F)cc(Br)cc1F. The reactants are Br, Br, Oc1c(F)cccc1F, [Na+], [Na+], O, O=S([O-])S(=O)(=O)[O-], S=C=S. Reactants: C(C)(C)(C)NC(=O)[C@H]1N(C[C@H]2CCCC[C@H]2C1)C[C@H]([C@H](CC1=CC=CC=C1)NC([C@@H](NC(N)=S)C(C)(C)S(=O)(=O)C)=O)O (N-tert-butyl-1,2,3,4,4a(S),5,6,7,8,8a(S)-decahydro-2-[2(R)-hydroxy-3(S)-[[3-(methanesulfonyl)-N-(thiocarbamoyl)-L-valyl]amino]-4-phenylbutyl]-3(S)-isoquinolinecarboxamide), ClCC=O (chloroacetaldehyde). The solvent is C(C)O (ethanol). Product: C(C)(C)(C)NC(=O)[C@H]1N(C[C@H]2CCCC[C@H]2C1)C[C@H]([C@H](CC1=CC=CC=C1)NC([C@@H](NC=1SC=CN1)C(C)(C)S(=O)(=O)C)=O)O (N-tert-butyl-1,2,3,4,4a(S),5,6,7,8,8a(S)-decahydro-2-[2(R)-hydroxy-3(S)-[[3-(methanesulfonyl)-N-(2-thiazolyl)-L-valyl]amino]-4-phenylbutyl]-3(S)-isoquinolinecarboxamide). Isolated yield 38.0%. RXN SMILES: [C:1]([NH:5][C:6]([C@@H:8]1[CH2:17][C@H:16]2[C@H:11]([CH2:12][CH2:13][CH2:14][CH2:15]2)[CH2:10][N:9]1[CH2:18][C@@H:19]([OH:43])[C@@H:20]([NH:28][C:29](=[O:42])[C@H:30]([C:35]([S:38]([CH3:41])(=[O:40])=[O:39])([CH3:37])[CH3:36])[NH:31][C:32](=[S:34])[NH2:33])[CH2:21][C:22]1[CH:27]=[CH:26][CH:25]=[CH:24][CH:23]=1)=[O:7])([CH3:4])([CH3:3])[CH3:2].Cl[CH2:45][CH:46]=O>C(O)C>[C:1]([NH:5][C:6]([C@@H:8]1[CH2:17][C@H:16]2[C@H:11]([CH2:12][CH2:13][CH2:14][CH2:15]2)[CH2:10][N:9]1[CH2:18][C@@H:19]([OH:43])[C@@H:20]([NH:28][C:29](=[O:42])[C@H:30]([C:35]([S:38]([CH3:41])(=[O:40])=[O:39])([CH3:37])[CH3:36])[NH:31][C:32]1[S:34][CH:45]=[CH:46][N:33]=1)[CH2:21][C:22]1[CH:23]=[CH:24][CH:25]=[CH:26][CH:27]=1)=[O:7])([CH3:2])([CH3:3])[CH3:4]. Procedure details: A stirred solution of 255 mg (0.4 mmol) of N-tert-butyl-1,2,3,4,4a(S),5,6,7,8,8a(S)-decahydro-2-[2(R)-hydroxy-3(S)-[[3-(methanesulfonyl)-N-(thiocarbamoyl)-L-valyl]amino]-4-phenylbutyl]-3(S)-isoquinolinecarboxamide in 5 ml of ethanol was treated with 0.1 ml of chloroacetaldehyde (50% solution in water) and heated at reflux for 4 hours. The volatiles were evaporated and the residue partitioned between dichloromethane and saturated aqueous sodium hydrogen carbonate. The aqueous phase was extracted ...